Dataset: the Open Reaction Database (ORD), a public repository of structured organic reaction records. Task: describe an organic reaction: reactants, conditions, products, and yield The reactants are CC1=C(C(=O)O)C(c2ccc(F)c(F)c2)CC(=O)N1, CC(=O)Nc1cccc(C2CCN(CCCN)CC2)c1. The product is CC(=O)Nc1cccc(C2CCN(CCCNC(=O)C3=C(C)NC(=O)CC3c3ccc(F)c(F)c3)CC2)c1. Reaction SMILES: [F:21][c:22]1[cH:23][c:24]([CH:29]2[C:30]([C:37](=[O:38])[OH:39])=[C:31]([CH3:36])[NH:32][C:33](=[O:35])[CH2:34]2)[cH:25][cH:26][c:27]1[F:28].[NH2:1][CH2:2][CH2:3][CH2:4][N:5]1[CH2:6][CH2:7][CH:8]([c:11]2[cH:12][c:13]([NH:17][C:18]([CH3:19])=[O:20])[cH:14][cH:15][cH:16]2)[CH2:9][CH2:10]1>>[NH:1]([CH2:2][CH2:3][CH2:4][N:5]1[CH2:6][CH2:7][CH:8]([c:11]2[cH:12][c:13]([NH:17][C:18]([CH3:19])=[O:20])[cH:14][cH:15][cH:16]2)[CH2:9][CH2:10]1)[C:37]([C:30]1=[C:31]([CH3:36])[NH:32][C:33](=[O:35])[CH2:34][CH:29]1[c:24]1[cH:23][c:22]([F:21])[c:27]([F:28])[cH:26][cH:25]1)=[O:38]. Starting materials: CC(=O)O, CC(C)Oc1c(C#N)cnc2ccc(C=O)nc12, O, O=C1CSC(NCc2cccs2)=N1. Yields the product CC(C)Oc1c(C#N)cnc2ccc(C=C3SC(NCc4cccs4)=NC3=O)nc12. As a reaction SMILES: [C:32]([OH:33])(=[O:34])[CH3:35].[CH:14](=[O:15])[c:16]1[n:17][c:18]2[c:19]([O:28][CH:29]([CH3:30])[CH3:31])[c:20]([C:26]#[N:27])[cH:21][n:22][c:23]2[cH:24][cH:25]1.[OH2:36].[s:1]1[c:2]([CH2:6][NH:7][C:8]2=[N:12][C:11](=[O:13])[CH2:10][S:9]2)[cH:3][cH:4][cH:5]1>>[s:1]1[c:2]([CH2:6][NH:7][C:8]2=[N:12][C:11](=[O:13])[C:10](=[CH:14][c:16]3[n:17][c:18]4[c:19]([O:28][CH:29]([CH3:30])[CH3:31])[c:20]([C:26]#[N:27])[cH:21][n:22][c:23]4[cH:24][cH:25]3)[S:9]2)[cH:3][cH:4][cH:5]1. Starting materials: CCO, O=C(OCc1ccccc1)N1CCN(CC2CCCN(C3CC3)C2)CC1, [H][H]. Product: C1CC(CN2CCNCC2)CN(C2CC2)C1. RXN SMILES: [CH3:29][CH2:30][OH:31].[CH:1]1([N:4]2[CH2:5][CH:6]([CH2:10][N:11]3[CH2:12][CH2:13][N:14]([C:17]([O:18][CH2:19][c:20]4[cH:21][cH:22][cH:23][cH:24][cH:25]4)=[O:26])[CH2:15][CH2:16]3)[CH2:7][CH2:8][CH2:9]2)[CH2:2][CH2:3]1.[H:27][H:28]>>[CH:1]1([N:4]2[CH2:5][CH:6]([CH2:10][N:11]3[CH2:12][CH2:13][NH:14][CH2:15][CH2:16]3)[CH2:7][CH2:8][CH2:9]2)[CH2:2][CH2:3]1. Starting materials: C(C)(C)(C)OC(=O)NC(COCC=1C=C(C(=O)O)C=C(C1)C1(CCCC1)C#N)(CC1=CC=CC=C1)C (3-((2-tert-butoxycarbonylamino-2-methyl-3-phenylpropoxy)methyl)-5-(1-cyanocyclopentyl)benzoic acid), C1(=CC=CC=C1)[C@@H](C)N ((R)-1-phenylethanamine). Yields the product NC(COCC=1C=C(C(=O)N[C@H](C)C2=CC=CC=C2)C=C(C1)C1(CCCC1)C#N)(CC1=CC=CC=C1)C (3-((2-Amino-2-methyl-3-phenylpropoxy)methyl)-5-(1-cyanocyclopentyl)-N-((R)-1-phenylethyl)benzamide). As a reaction SMILES: C(OC([NH:8][C:9]([CH3:36])([CH2:29][C:30]1[CH:35]=[CH:34][CH:33]=[CH:32][CH:31]=1)[CH2:10][O:11][CH2:12][C:13]1[CH:14]=[C:15]([CH:19]=[C:20]([C:22]2([C:27]#[N:28])[CH2:26][CH2:25][CH2:24][CH2:23]2)[CH:21]=1)[C:16]([OH:18])=O)=O)(C)(C)C.[C:37]1([C@H:43]([NH2:45])[CH3:44])[CH:42]=[CH:41][CH:40]=[CH:39][CH:38]=1>>[NH2:8][C:9]([CH3:36])([CH2:29][C:30]1[CH:35]=[CH:34][CH:33]=[CH:32][CH:31]=1)[CH2:10][O:11][CH2:12][C:13]1[CH:14]=[C:15]([CH:19]=[C:20]([C:22]2([C:27]#[N:28])[CH2:23][CH2:24][CH2:25][CH2:26]2)[CH:21]=1)[C:16]([NH:45][C@@H:43]([C:37]1[CH:42]=[CH:41][CH:40]=[CH:39][CH:38]=1)[CH3:44])=[O:18]. Procedure details: Prepared from 3-((2-tert-butoxycarbonylamino-2-methyl-3-phenylpropoxy)methyl)-5-(1-cyanocyclopentyl)benzoic acid and (R)-1-phenylethanamine using a similar procedure as described for the preparation of Example 20. HRMS ES calculated for C32H37N3O2: 496.2959, found: 496.2958.